describe an organic reaction: reactants, conditions, products, and yield From a dataset of the Open Reaction Database (ORD), a public repository of structured organic reaction records. Starting materials: C(CC)O[C@H](C(=O)OC1=CC=C(C(=O)O)C=C1)C (4-[2-(S)-propoxypropanoyloxy]benzoic acid), C[C@H](COC(=O)C1=CC=C(C=C1)O)CC (4-[(S)-2-methyl butoxycarbonyl]phenol), C1(CCCCC1)N=C=NC1CCCCC1 (dicyclohexylcarbodiimide), C(C)OCC (diethyl ether). The reagents and catalysts are CN(C1=CC=NC=C1)C (4-dimethylaminopyridine). The solvent is C(Cl)Cl (methylene chloride). Run at time 5 hour. Yields the product C(CC)O[C@H](C(=O)OC1=CC=C(C(=O)OC2=CC=C(C=C2)C(=O)OC[C@H](CC)C)C=C1)C (4-[(S)-2-methylbutoxycarbonyl]phenyl 4-[(S)-2-propoxypropanoyloxy]benzoate). The yield is 74.1%. RXN SMILES: [CH2:1]([O:4][C@@H:5]([CH3:18])[C:6]([O:8][C:9]1[CH:17]=[CH:16][C:12]([C:13]([OH:15])=[O:14])=[CH:11][CH:10]=1)=[O:7])[CH2:2][CH3:3].[CH3:19][C@@H:20]([CH2:32][CH3:33])[CH2:21][O:22][C:23]([C:25]1[CH:30]=[CH:29][C:28](O)=[CH:27][CH:26]=1)=[O:24].C1(N=C=NC2CCCCC2)CCCCC1.C(OCC)C>C(Cl)Cl.CN(C)C1C=CN=CC=1>[CH2:1]([O:4][C@@H:5]([CH3:18])[C:6]([O:8][C:9]1[CH:10]=[CH:11][C:12]([C:13]([O:15][C:28]2[CH:29]=[CH:30][C:25]([C:23]([O:22][CH2:21][C@@H:20]([CH3:19])[CH2:32][CH3:33])=[O:24])=[CH:26][CH:27]=2)=[O:14])=[CH:16][CH:17]=1)=[O:7])[CH2:2][CH3:3]. Procedure details: In 12 ml of methylene chloride were dissolved 107 mg of 4-[2-(S)-propoxypropanoyloxy]benzoic acid, 95 mg of 4-[(S)-2-methyl butoxycarbonyl]phenol, and 140 mg of dicyclohexylcarbodiimide, and a catalytic amount of 4-dimethylaminopyridine was added to the solution, followed by stirring at room temperature. After 5 hours, diethyl ether was added to the reaction mixture, and any insoluble matter was removed by filtration. The filtrate was washed successively with a 10% hydrochloric acid aqueous solu... The reactants are C(C)(=O)C=1C=CC(=NC1)OC (5-acetyl-2-methoxypyridine), ClC1=C(C=O)C=C(C=C1)Cl (2,5-dichlorobenzaldehyde), [OH-].[K+] (potassium hydroxide). Product: ClC1=C(C=C(C=C1)Cl)/C=C/C(=O)C=1C=NC(=CC1)OC ((E)-3-(2,5-Dichlorophenyl)-1-(6-methoxypyridin-3-yl)prop-2-en-1-one). RXN SMILES: [C:1]([C:4]1[CH:5]=[CH:6][C:7]([O:10][CH3:11])=[N:8][CH:9]=1)(=[O:3])[CH3:2].[Cl:12][C:13]1[CH:20]=[CH:19][C:18]([Cl:21])=[CH:17][C:14]=1[CH:15]=O.[OH-].[K+]>>[Cl:12][C:13]1[CH:20]=[CH:19][C:18]([Cl:21])=[CH:17][C:14]=1/[CH:15]=[CH:2]/[C:1]([C:4]1[CH:9]=[N:8][C:7]([O:10][CH3:11])=[CH:6][CH:5]=1)=[O:3] |f:2.3|. Procedure details: In analogy to example 170, step 1, 5-acetyl-2-methoxypyridine was reacted with 2,5-dichlorobenzaldehyde in the presence of potassium hydroxide to give the title compound as a colourless solid. MS (ESI+): m/z=308.1 [M+H]+. Reaction SMILES: [CH3:1][c:2]1[c:3]([NH:19][C:20]([c:21]2[c:22]([NH:30][CH2:31][CH3:32])[cH:23][cH:24][c:25]([N+:27]([O-:28])=[O:29])[cH:26]2)=[O:33])[c:4]([CH3:18])[cH:5][c:6]([C:8]([C:9]([F:10])([F:11])[F:12])([C:13]([F:14])([F:15])[F:16])[F:17])[cH:7]1.[CH:40]([OH:41])([CH3:42])[CH3:43].[ClH:39].[Sn:34]([Cl:35])([Cl:36])([Cl:37])[Cl:38]>>[CH3:1][c:2]1[c:3]([NH:19][C:20]([c:21]2[c:22]([NH:30][CH2:31][CH3:32])[cH:23][cH:24][c:25]([NH2:27])[cH:26]2)=[O:33])[c:4]([CH3:18])[cH:5][c:6]([C:8]([C:9]([F:10])([F:11])[F:12])([C:13]([F:14])([F:15])[F:16])[F:17])[cH:7]1. Reactants: CCNc1ccc([N+](=O)[O-])cc1C(=O)Nc1c(C)cc(C(F)(C(F)(F)F)C(F)(F)F)cc1C, CC(C)O, Cl, Cl[Sn](Cl)(Cl)Cl. Product: CCNc1ccc(N)cc1C(=O)Nc1c(C)cc(C(F)(C(F)(F)F)C(F)(F)F)cc1C.